Dataset: the Open Reaction Database (ORD), a public repository of structured organic reaction records. Task: describe an organic reaction: reactants, conditions, products, and yield As a reaction SMILES: [CH2:27]1[O:28][CH2:29][CH2:30][O:31][CH2:32][CH2:33][O:34][CH2:35][CH2:36][O:37][CH2:38][CH2:39][O:40][CH2:41]1.[CH3:45][N:46]1[CH2:47][CH2:48][CH2:49][C:50]1=[O:51].[CH3:5][O:6][C:7]([C:8](=[CH:9][OH:10])[c:11]1[c:12]([CH2:17][O:18][c:19]2[c:20]([CH3:25])[cH:21][cH:22][cH:23][cH:24]2)[cH:13][cH:14][cH:15][cH:16]1)=[O:26].[Cl:1][CH:2]([F:3])[F:4].[ClH:44].[Na+:43].[OH-:42].[OH2:52]>>[CH:2]([F:3])([F:4])[O:10][CH:9]=[C:8]([C:7]([O:6][CH3:5])=[O:26])[c:11]1[c:12]([CH2:17][O:18][c:19]2[c:20]([CH3:25])[cH:21][cH:22][cH:23][cH:24]2)[cH:13][cH:14][cH:15][cH:16]1. Reactants: C1COCCOCCOCCOCCO1, CN1CCCC1=O, COC(=O)C(=CO)c1ccccc1COc1ccccc1C, FC(F)Cl, Cl, [Na+], [OH-], O. Yields the product COC(=O)C(=COC(F)F)c1ccccc1COc1ccccc1C.